This data is from the Open Reaction Database (ORD), a public repository of structured organic reaction records. The task is: describe an organic reaction: reactants, conditions, products, and yield Starting materials: [Li]CCCC, CN(C)C=O, Cc1cccc(F)c1, C1CCOC1. The product is Cc1ccc(C=O)c(F)c1. As a reaction SMILES: [CH2:9]([Li:10])[CH2:11][CH2:12][CH3:13].[CH3:14][N:15]([CH:16]=[O:17])[CH3:18].[F:1][c:2]1[cH:3][c:4]([CH3:8])[cH:5][cH:6][cH:7]1.[O:19]1[CH2:20][CH2:21][CH2:22][CH2:23]1>>[F:1][c:2]1[cH:3][c:4]([CH3:8])[cH:5][cH:6][c:7]1[CH:16]=[O:17]. Starting materials: C(C)(=O)O[BH-](OC(C)=O)OC(C)=O.[Na+] (sodium triacetoxyborohydride), [OH-].[Na+] (sodium hydroxide), BrC1=C(CCN)C=CC=C1 (2-bromophenethylamine), CCCC(CCC)=O (4-heptanone). The solvent is C(C)(=O)O (acetic acid), ClCCCl (1,2-dichloroethane). Run at time 20 hour. Product: BrC1=C(C=CC=C1)CCNC(CCC)CCC (N-[2-(2-Bromophenyl)ethyl]heptan-4-amine). Reaction SMILES: [Br:1][C:2]1[CH:10]=[CH:9][CH:8]=[CH:7][C:3]=1[CH2:4][CH2:5][NH2:6].[CH3:11][CH2:12][CH2:13][C:14](=O)[CH2:15][CH2:16][CH3:17].C(O[BH-](OC(=O)C)OC(=O)C)(=O)C.[Na+].[OH-].[Na+]>ClCCCl.C(O)(=O)C>[Br:1][C:2]1[CH:10]=[CH:9][CH:8]=[CH:7][C:3]=1[CH2:4][CH2:5][NH:6][CH:14]([CH2:15][CH2:16][CH3:17])[CH2:13][CH2:12][CH3:11] |f:2.3,4.5|. Procedure details: 10 g of 2-bromophenethylamine and 5.71 g of 4-heptanone are dissolved in 250 cm3 of 1,2-dichloroethane at a temperature close to 20° C. 14.84 g of sodium triacetoxyborohydride and 2.9 cm3 of glacial acetic acid are added to the reaction medium. Stirring is continued for 20 h. 300 cm3 of 1M sodium hydroxide are added to the reaction medium. The aqueous phase is extracted with 3 lots of 100 cm3 of ethyl acetate. The organic phases are combined and washed with 4 lots of 100 cm3 of water then 100 cm... Starting materials: C1=CC=C(C=C1)COCC(CO)O (DL-α-O-benzylglycerol), CC(C)([O-])C.[K+] (potassium tert-butoxide), C1CCOC1 (THF), C1CCOC1 (THF), 18.72, IC (iodomethane). Reaction conditions: time 1 hour. The product is C(C1=CC=CC=C1)OCC(COC)OC (1-benzyloxy-2,3-dimethoxypropane). Reaction SMILES: [CH:1]1[CH:6]=[CH:5][C:4]([CH2:7][O:8]CC(O)CO)=[CH:3][CH:2]=1.[CH3:14][C:15](C)([O-:17])[CH3:16].[K+].I[CH3:21].C1C[O:25][CH2:24]C1>>[CH2:7]([O:8][CH2:14][CH:15]([O:17][CH3:21])[CH2:16][O:25][CH3:24])[C:4]1[CH:5]=[CH:6][CH:1]=[CH:2][CH:3]=1 |f:1.2|. Reported procedure: A solution of 10.0 g (0.055 mol) of DL-α-O-benzylglycerol in a little THF was added to a suspension of 15.38 g (0.137 mol) of potassium tert-butoxide in 300 mL of THF. The mixture was stirred for 1 hr at RT and 18.72 (0.132 mol) of iodomethane was added. A white solid immediately separated. The reaction was stirred for 10 hr at RT, cooled, carefully diluted with sodium chloride solution and extracted with ether. The organic layer was washed with water, 5% HCl, water and saturated NaCl and dried.... Starting materials: Cc1ccc(S(=O)(=O)O)cc1, Cc1ccccc1, CC(C)(C)OC(=O)CN, O=C(c1ccccc1)c1ccccc1. The product is CC(C)(C)OC(=O)CN=C(c1ccccc1)c1ccccc1. Reaction SMILES: [CH3:24][c:25]1[cH:26][cH:27][c:28]([S:29](=[O:30])(=[O:31])[OH:32])[cH:33][cH:34]1.[CH3:35][c:36]1[cH:37][cH:38][cH:39][cH:40][cH:41]1.[NH2:1][CH2:2][C:3](=[O:4])[O:5][C:6]([CH3:7])([CH3:8])[CH3:9].[O:10]=[C:11]([c:12]1[cH:13][cH:14][cH:15][cH:16][cH:17]1)[c:18]1[cH:19][cH:20][cH:21][cH:22][cH:23]1>>[N:1]([CH2:2][C:3](=[O:4])[O:5][C:6]([CH3:7])([CH3:8])[CH3:9])=[C:11]([c:12]1[cH:13][cH:14][cH:15][cH:16][cH:17]1)[c:18]1[cH:19][cH:20][cH:21][cH:22][cH:23]1. Starting materials: C1OC23[C@]4(C)[C@@H](CC2(OCCO3)OC1)[C@@H]1C[C@H](C3CCCC[C@]3(C)[C@H]1CC4)O (17,17-bis(ethylendioxy)androstan-6β-ol), [N+](=O)(O[C@H]1C[C@H]2[C@@H]3CC45C([C@@]3(C)CC[C@@H]2[C@]2(CCCCC12)C)(OCCO4)OCCO5)[O-] (17,17-bis(ethylendioxy)androstane-6α-yl nitrate). The product is [N+](=O)(O[C@@H]1C[C@H]2[C@@H]3CC45C([C@@]3(C)CC[C@@H]2[C@]2(CCCCC12)C)(OCCO4)OCCO5)[O-] (17,17-Bis(ethylendioxy)androstane-6β-yl nitrate). The yield is 50.0%. As a reaction SMILES: C1COC23OCCOC2([C@]2(CC[C@H]4[C@@H](C[C@@H](O)C5[C@]4(C)CCCC5)[C@@H]2C3)C)O1.[N+:29]([O-:59])([O:31][C@@H:32]1[CH:49]2[C@:44]([CH3:50])([CH2:45][CH2:46][CH2:47][CH2:48]2)[C@@H:43]2[C@H:34]([C@H:35]3[C@@:39]([CH2:41][CH2:42]2)([CH3:40])[C:38]24[O:55][CH2:56][CH2:57][O:58][C:37]2([O:54][CH2:53][CH2:52][O:51]4)[CH2:36]3)[CH2:33]1)=[O:30]>>[N+:29]([O-:59])([O:31][C@H:32]1[CH:49]2[C@:44]([CH3:50])([CH2:45][CH2:46][CH2:47][CH2:48]2)[C@@H:43]2[C@H:34]([C@H:35]3[C@@:39]([CH2:41][CH2:42]2)([CH3:40])[C:38]24[O:51][CH2:52][CH2:53][O:54][C:37]2([O:58][CH2:57][CH2:56][O:55]4)[CH2:36]3)[CH2:33]1)=[O:30]. Procedure details: 17,17-Bis(ethylendioxy)androstane-6β-yl nitrate was prepared in 50% yield from 3,3:17,17-bis(ethylendioxy)androstan-6β-ol following the procedure described above for the preparation of 3,3:17,17-bis(ethylendioxy)androstane-6α-yl nitrate (Prepn. 1). 1H-NMR (300 MHz, acetone-d6, ppm from TMS): δ 5.16 (m, 1H), 3.93-3.76 (m, 8H), 2.20-0.77 (m, 20H), 1.00 (s, 3H), 0.85 (s, 3H). Starting materials: C(N)(=O)C=1N(C=C(N1)C(=O)O)COCC[Si](C)(C)C (2-carbamoyl-1-((2-(trimethylsilyl)ethoxy)methyl)-1H-imidazole-4-carboxylic acid), N[C@H](CN1N=C(C=C1)C1=CC(=C(C#N)C=C1)Cl)C ((S)-4-(1-(2-aminopropyl)-1H-pyrazol-3-yl)-2-chlorobenzonitrile). Product: ClC=1C=C(C=CC1C#N)C1=NN(C=C1)C[C@H](C)NC(=O)C=1N=C(N(C1)COCC[Si](C)(C)C)C(=O)N ((S)—N4-(1-(3-(3-Chloro-4-cyanophenyl)-1H-pyrazol-1-yl)propan-2-yl)-1-((2-(trimethylsilyl)ethoxy)methyl)-1H-imidazole-2,4-dicarboxamide). Reaction SMILES: [C:1]([C:4]1[N:5]([CH2:12][O:13][CH2:14][CH2:15][Si:16]([CH3:19])([CH3:18])[CH3:17])[CH:6]=[C:7]([C:9]([OH:11])=O)[N:8]=1)(=[O:3])[NH2:2].[NH2:20][C@@H:21]([CH3:37])[CH2:22][N:23]1[CH:27]=[CH:26][C:25]([C:28]2[CH:35]=[CH:34][C:31]([C:32]#[N:33])=[C:30]([Cl:36])[CH:29]=2)=[N:24]1>>[Cl:36][C:30]1[CH:29]=[C:28]([C:25]2[CH:26]=[CH:27][N:23]([CH2:22][C@@H:21]([NH:20][C:9]([C:7]3[N:8]=[C:4]([C:1]([NH2:2])=[O:3])[N:5]([CH2:12][O:13][CH2:14][CH2:15][Si:16]([CH3:19])([CH3:18])[CH3:17])[CH:6]=3)=[O:11])[CH3:37])[N:24]=2)[CH:35]=[CH:34][C:31]=1[C:32]#[N:33]. Reported procedure: The title compound was prepared using the procedure described in Example 32(e) starting from 2-carbamoyl-1-((2-(trimethylsilyl)ethoxy)methyl)-1H-imidazole-4-carboxylic acid (400 mg, 1.4 mmol) and (S)-4-(1-(2-aminopropyl)-1H-pyrazol-3-yl)-2-chlorobenzonitrile (366 mg, 1.4 mmol). The product was purified with flash-chromatography. Yield 410 mg. LC-MS: [M+1]=528.24.